Task: describe an organic reaction: reactants, conditions, products, and yield. Dataset: the Open Reaction Database (ORD), a public repository of structured organic reaction records The reactants are ClCCCN1C2=CC=CC=C2C=2C=C(N=CC12)C1=NC(=NO1)C1CC1 (9-(3-Chloro-1-propyl)-3-(3-cyclopropyl-1,2,4-oxadiazol-5-yl)-9H-β-carboline), C1(=CC=CC=C1)C1(CCNCC1)O (4-phenylpiperidin-4-ol), TEA. Run in CN(C)C=O (DMF). Yields the product Cl.C1(CC1)C1=NOC(=N1)C=1N=CC=2N(C3=CC=CC=C3C2C1)CCCN1CCC(CC1)(O)C1=CC=CC=C1 (1-(3-(3-(3-Cyclopropyl-1,2,4-oxadiazol-5-yl)-9H-β-carbolin-9-yl)-1-propyl)-4-phenylpiperidin-4-ol hydrochloride). Yield: 12.0%. RXN SMILES: [Cl:1][CH2:2][CH2:3][CH2:4][N:5]1[C:17]2[CH:16]=[N:15][C:14]([C:18]3[O:22][N:21]=[C:20]([CH:23]4[CH2:25][CH2:24]4)[N:19]=3)=[CH:13][C:12]=2[C:11]2[C:6]1=[CH:7][CH:8]=[CH:9][CH:10]=2.[C:26]1([C:32]2([OH:38])[CH2:37][CH2:36][NH:35][CH2:34][CH2:33]2)[CH:31]=[CH:30][CH:29]=[CH:28][CH:27]=1>CN(C=O)C>[ClH:1].[CH:23]1([C:20]2[N:19]=[C:18]([C:14]3[N:15]=[CH:16][C:17]4[N:5]([CH2:4][CH2:3][CH2:2][N:35]5[CH2:34][CH2:33][C:32]([C:26]6[CH:31]=[CH:30][CH:29]=[CH:28][CH:27]=6)([OH:38])[CH2:37][CH2:36]5)[C:6]5[C:11]([C:12]=4[CH:13]=3)=[CH:10][CH:9]=[CH:8][CH:7]=5)[O:22][N:21]=2)[CH2:25][CH2:24]1 |f:3.4|. Procedure details: The compound was synthesized by mixing (Compound 6) (0.76 g, 2.2 mmol), 4-phenylpiperidin-4-ol (0.48 g, 2.7 mmol), TEA (0.55 g, 5.4 mmol) in DMF, in the same manner as illusterated in example 3. The compound was isolated as the hydrochloride (0.15 g, 12%) as an yellow solid. M.p. 184°-185° C. Reactants: N1=NC(=CC=C1)NC(OCC(Cl)(Cl)Cl)=O (2,2,2-trichloroethyl pyridazin-3-ylcarbamate), C1(=CC=CC=C1)C1=CC(=NC=C1)N1CCNCC1 (1-(4-phenylpyridin-2-yl)piperazine), C(C)(C)N(CC)C(C)C (diisopropylethylamine), CS(=O)C (dimethylsulfoxide). The solvent is O (water). Product: C1(=CC=CC=C1)C1=CC(=NC=C1)N1CCN(CC1)C(=O)NC=1N=NC=CC1 (4-(4-Phenylpyridin-2-yl)-N-pyridazin-3-ylpiperazine-1-carboxamide). The yield is 46.1%. As a reaction SMILES: [N:1]1[CH:6]=[CH:5][CH:4]=[C:3]([NH:7][C:8](=[O:15])OCC(Cl)(Cl)Cl)[N:2]=1.[C:16]1([C:22]2[CH:27]=[CH:26][N:25]=[C:24]([N:28]3[CH2:33][CH2:32][NH:31][CH2:30][CH2:29]3)[CH:23]=2)[CH:21]=[CH:20][CH:19]=[CH:18][CH:17]=1.C(N(C(C)C)CC)(C)C.CS(C)=O>O>[C:16]1([C:22]2[CH:27]=[CH:26][N:25]=[C:24]([N:28]3[CH2:33][CH2:32][N:31]([C:8]([NH:7][C:3]4[N:2]=[N:1][CH:6]=[CH:5][CH:4]=4)=[O:15])[CH2:30][CH2:29]3)[CH:23]=2)[CH:17]=[CH:18][CH:19]=[CH:20][CH:21]=1. Reported procedure: A solution of 2,2,2-trichloroethyl pyridazin-3-ylcarbamate (113 mg, 0.418 mmol), 1-(4-phenylpyridin-2-yl)piperazine (75.0 mg, 0.313 mmol), diisopropylethylamine (0.146 ml, 0.836 mmol) and dimethylsulfoxide (2 ml) was stirred at 70° C. for 3 hours, then the reaction solution was poured into water, and extracted with ethyl acetate. The extract was washed with water, and dried over anhydrous magnesium sulfate. The solvent was distilled away under reduce pressure, and the residue was recrystallized ... Yields the product Cc1nc(C(=O)N2CCOC3(CCN(CCOc4cccc(CCO)c4)CC3)C2)cs1. Reaction SMILES: [C:44]([O:45][BH-:46]([O:47][C:48](=[O:49])[CH3:50])[O:51][C:52](=[O:53])[CH3:54])(=[O:55])[CH3:56].[CH3:21][c:22]1[s:23][cH:24][c:25]([C:27](=[O:28])[N:29]2[CH2:30][CH2:31][O:32][C:33]3([CH2:34]2)[CH2:35][CH2:36][NH:37][CH2:38][CH2:39]3)[n:26]1.[CH3:40][C:41](=[O:42])[OH:43].[CH3:58][OH:59].[F:14][C:15]([F:16])([F:17])[C:18]([OH:19])=[O:20].[Na+:57].[OH:1][CH2:2][CH2:3][c:4]1[cH:5][c:6]([O:7][CH2:8][CH:9]=[O:10])[cH:11][cH:12][cH:13]1>>[OH:1][CH2:2][CH2:3][c:4]1[cH:5][c:6]([O:7][CH2:8][CH2:9][N:37]2[CH2:36][CH2:35][C:33]3([O:32][CH2:31][CH2:30][N:29]([C:27]([c:25]4[cH:24][s:23][c:22]([CH3:21])[n:26]4)=[O:28])[CH2:34]3)[CH2:39][CH2:38]2)[cH:11][cH:12][cH:13]1. The reactants are CC(=O)O[BH-](OC(C)=O)OC(C)=O, Cc1nc(C(=O)N2CCOC3(CCNCC3)C2)cs1, CC(=O)O, CO, O=C(O)C(F)(F)F, [Na+], O=CCOc1cccc(CCO)c1. Reactants: CCCC[Sn](CCCC)(CCCC)c1ccccn1, CN(C)C=O, O=C(Nc1ccccc1)c1cn2cc(I)ccc2n1, c1ccc(P(c2ccccc2)(c2ccccc2)[Pd](P(c2ccccc2)(c2ccccc2)c2ccccc2)(P(c2ccccc2)(c2ccccc2)c2ccccc2)P(c2ccccc2)(c2ccccc2)c2ccccc2)cc1. Yields the product O=C(Nc1ccccc1)c1cn2cc(-c3ccccn3)ccc2n1. RXN SMILES: [CH2:20]([Sn:21]([CH2:22][CH2:23][CH2:24][CH3:31])([c:25]1[n:26][cH:27][cH:28][cH:29][cH:30]1)[CH2:32][CH2:33][CH2:34][CH3:35])[CH2:36][CH2:37][CH3:38].[CH3:116][N:117]([CH3:118])[CH:119]=[O:120].[I:1][c:2]1[cH:3][cH:4][c:5]2[n:6]([cH:7]1)[cH:8][c:9]([C:11](=[O:12])[NH:13][c:14]1[cH:15][cH:16][cH:17][cH:18][cH:19]1)[n:10]2.[cH:39]1[cH:40][cH:41][c:42]([P:43]([Pd:44]([P:45]([c:46]2[cH:47][cH:48][cH:49][cH:50][cH:51]2)([c:52]2[cH:53][cH:54][cH:55][cH:56][cH:57]2)[c:58]2[cH:59][cH:60][cH:61][cH:62][cH:63]2)([P:64]([c:65]2[cH:66][cH:67][cH:68][cH:69][cH:70]2)([c:71]2[cH:72][cH:73][cH:74][cH:75][cH:76]2)[c:77]2[cH:78][cH:79][cH:80][cH:81][cH:82]2)[P:83]([c:84]2[cH:85][cH:86][cH:87][cH:88][cH:89]2)([c:90]2[cH:91][cH:92][cH:93][cH:94][cH:95]2)[c:96]2[cH:97][cH:98][cH:99][cH:100][cH:101]2)([c:102]2[cH:103][cH:104][cH:105][cH:106][cH:107]2)[c:108]2[cH:109][cH:110][cH:111][cH:112][cH:113]2)[cH:114][cH:115]1>>[c:2]1(-[c:25]2[n:26][cH:27][cH:28][cH:29][cH:30]2)[cH:3][cH:4][c:5]2[n:6]([cH:7]1)[cH:8][c:9]([C:11](=[O:12])[NH:13][c:14]1[cH:15][cH:16][cH:17][cH:18][cH:19]1)[n:10]2.